From a dataset of the Open Reaction Database (ORD), a public repository of structured organic reaction records. describe an organic reaction: reactants, conditions, products, and yield Starting materials: COC(=O)c1ccc(OC2CCN(C(=O)OC(C)(C)C)CC2)cc1, ClCCl, O=C(O)C(F)(F)F. Product: COC(=O)c1ccc(OC2CCNCC2)cc1. RXN SMILES: [C:1]([O:2][C:3](=[O:4])[N:8]1[CH2:9][CH2:10][CH:11]([O:14][c:15]2[cH:16][cH:17][c:18]([C:21](=[O:22])[O:23][CH3:24])[cH:19][cH:20]2)[CH2:12][CH2:13]1)([CH3:5])([CH3:6])[CH3:7].[Cl:32][CH2:33][Cl:34].[F:25][C:26]([F:27])([F:28])[C:29]([OH:30])=[O:31]>>[NH:8]1[CH2:9][CH2:10][CH:11]([O:14][c:15]2[cH:16][cH:17][c:18]([C:21](=[O:22])[O:23][CH3:24])[cH:19][cH:20]2)[CH2:12][CH2:13]1. Yields the product COc1ccc(C(=O)O)cc1-c1ccc2c(c1COc1cc(F)ccc1C)N(C)C(=O)C(C)(C)N2. The reactants are CCOC(C)=O, CO, Cl, COC(=O)c1ccc(OC)c(-c2ccc3c(c2COc2cc(F)ccc2C)N(C)C(=O)C(C)(C)N3)c1, [Na+], C1CCOC1, [OH-]. RXN SMILES: [CH3:37][CH2:38][O:39][C:40](=[O:41])[CH3:42].[CH3:49][OH:50].[ClH:43].[F:1][c:2]1[cH:3][cH:4][c:5]([CH3:36])[c:6]([O:7][CH2:8][c:9]2[c:10](-[c:23]3[c:24]([O:33][CH3:34])[cH:25][cH:26][c:27]([C:29](=[O:30])[O:31][CH3:32])[cH:28]3)[cH:11][cH:12][c:13]3[c:18]2[N:17]([CH3:19])[C:16](=[O:20])[C:15]([CH3:21])([CH3:22])[NH:14]3)[cH:35]1.[Na+:52].[O:44]1[CH2:45][CH2:46][CH2:47][CH2:48]1.[OH-:51]>>[F:1][c:2]1[cH:3][cH:4][c:5]([CH3:36])[c:6]([O:7][CH2:8][c:9]2[c:10](-[c:23]3[c:24]([O:33][CH3:34])[cH:25][cH:26][c:27]([C:29](=[O:30])[OH:31])[cH:28]3)[cH:11][cH:12][c:13]3[c:18]2[N:17]([CH3:19])[C:16](=[O:20])[C:15]([CH3:21])([CH3:22])[NH:14]3)[cH:35]1.